This data is from the Open Reaction Database (ORD), a public repository of structured organic reaction records. The task is: describe an organic reaction: reactants, conditions, products, and yield Reactants: ClC1=C(C=C(C=N1)C=1N=CN(C1)CCCCN1C(C2=CC=CC=C2C1=O)=O)C (2-{4-[4-(6-Chloro-5-methyl-pyridin-3-yl)-imidazol-1-yl]-butyl}-isoindole-1,3-dione), ClC1=NC=C(C=C1C)C=1N=CNC1 (2-chloro-5-(1H-imidazol-4-yl)-3-methyl-pyridine), C([O-])([O-])=O.[K+].[K+] (potassium carbonate), BrCCCCN1C(C=2C(C1=O)=CC=CC2)=O (N-(4-bromobutyl)phthalimide). Solvent: CN(C)C=O (DMF). Conditions: time 8 hour. Yields the product TEA, C1(NC(C2=CC=CC=C12)=O)=O (isoindole-1,3-dione). The yield is 27.0%. As a reaction SMILES: ClC1N=CC(C2N=CN(CCCC[N:17]3[C:25](=[O:26])[C:24]4[C:19](=[CH:20][CH:21]=[CH:22][CH:23]=4)[C:18]3=[O:27])C=2)=CC=1C.ClC1C(C)=CC(C2N=CNC=2)=CN=1.C(=O)([O-])[O-].[K+].[K+].BrCCCCN1C(=O)C2=CC=CC=C2C1=O>CN(C=O)C>[C:18]1(=[O:27])[C:19]2[C:24](=[CH:23][CH:22]=[CH:21][CH:20]=2)[C:25](=[O:26])[NH:17]1 |f:2.3.4|. Procedure: 2-{4-[4-(6-Chloro-5-methyl-pyridin-3-yl)-imidazol-1-yl]-butyl}-isoindole-1,3-dione. To a solution of 2-chloro-5-(1H-imidazol-4-yl)-3-methyl-pyridine (8.2 g, 42.3 mmoles) in DMF (80 ml) was added potassium carbonate (29 g, 212 mmoles) and N-(4-bromobutyl)phthalimide (30 g, 106 mmoles) at room temperature under dry conditions. The solution was left stirring at room temperature overnight. The reaction was filtered and the resulting clear solution was dumped onto ice (1 L). The precipitate was filte... The reactants are BrC1=C(OC(C2=CC=CC=C12)=O)C(C)O (4-Bromo-3-(1-hydroxyethyl)-1H-isochromen-1-one), BrC1=C(OC(C2=CC=CC=C12)=O)C(C)O (4-Bromo-3-(1-hydroxyethyl)-1H-isochromen-1-one), N1C=NC=C1 (imidazole), C(C)(C)(C)[Si](C)(C)Cl (tert-butyl(chloro)dimethylsilane). Solvent: C(Cl)Cl (DCM). Run at time 1 hour. The product is BrC1=C(OC(C2=CC=CC=C12)=O)C(C)O[Si](C)(C)C(C)(C)C (4-bromo-3-(1-((tert-butyldimethylsilyl)oxy)ethyl)-1H-isochromen-1-one). Isolated yield 91.0%. Reaction SMILES: [Br:1][C:2]1[C:11]2[C:6](=[CH:7][CH:8]=[CH:9][CH:10]=2)[C:5](=[O:12])[O:4][C:3]=1[CH:13]([OH:15])[CH3:14].N1C=CN=C1.[C:21]([Si:25](Cl)([CH3:27])[CH3:26])([CH3:24])([CH3:23])[CH3:22]>C(Cl)Cl>[Br:1][C:2]1[C:11]2[C:6](=[CH:7][CH:8]=[CH:9][CH:10]=2)[C:5](=[O:12])[O:4][C:3]=1[CH:13]([O:15][Si:25]([C:21]([CH3:24])([CH3:23])[CH3:22])([CH3:27])[CH3:26])[CH3:14]. Procedure: 4-Bromo-3-(1-hydroxyethyl)-1H-isochromen-1-one (intermediate A2, 5 g, 18.658 mmol) was dissolved in DCM (50 ml); imidazole (2.54 g, 37.3 mmol) and tert-butyl(chloro)dimethylsilane (5.624 g, 37.3 mmol) were added and the mixture was stirred at RT for 1 hr. The mixture was washed with brine, the organic phase was dried over sodium sulfate and solvent removed under reduced pressure to afford a crude which was purified by flash chromatography on silica gel Biotage column (cyclohexane:EtOAc=95:5 to 6... Reactants: BrCC1CC1 (bromomethyl-cyclopropane), O[C@@H]1CN(CC1)C(=O)C1=CC2=NC=CC(=C2S1)Cl ((3S)-(3-hydroxy-pyrrolidin-1-yl)-[7-chloro-thieno[3,2-b]pyridin-2-yl]-methanone). The product is ClC1=C2C(=NC=C1)C=C(S2)C(=O)N2C[C@H](CC2)OCC2CC2 ((3S)-(7-Chloro-thieno[3,2-b]pyridin-2-yl)-(3-cyclopropylmethoxy-pyrrolidin-1-yl)-methanone). As a reaction SMILES: Br[CH2:2][CH:3]1[CH2:5][CH2:4]1.[OH:6][C@H:7]1[CH2:11][CH2:10][N:9]([C:12]([C:14]2[S:22][C:21]3[C:16](=[N:17][CH:18]=[CH:19][C:20]=3[Cl:23])[CH:15]=2)=[O:13])[CH2:8]1>>[Cl:23][C:20]1[CH:19]=[CH:18][N:17]=[C:16]2[CH:15]=[C:14]([C:12]([N:9]3[CH2:10][CH2:11][C@H:7]([O:6][CH2:2][CH:3]4[CH2:5][CH2:4]4)[CH2:8]3)=[O:13])[S:22][C:21]=12. Reported procedure: The title compound was prepared from bromomethyl-cyclopropane and (3S)-(3-hydroxy-pyrrolidin-1-yl)-[7-chloro-thieno[3,2-b]pyridin-2-yl]-methanone by a procedure analogous to Example 67B. MS: 337.2/339.2 (MH+); HPLC Rf: 5.232 min.; 85%. Starting materials: Cc1ccc(C(C)(C)C)cc1, CC(C)(C)c1ccc(C(=O)O)cc1, CC(=O)O, O, O=C1c2ccccc2C(=O)N1O. The product is CC(C)(C)c1ccc(C=O)cc1. As a reaction SMILES: [C:1]([c:2]1[cH:3][cH:4][c:5]([CH3:6])[cH:7][cH:8]1)([CH3:9])([CH3:10])[CH3:11].[C:25]([CH3:26])([CH3:27])([CH3:28])[c:29]1[cH:30][cH:31][c:32]([C:33](=[O:34])[OH:35])[cH:36][cH:37]1.[CH3:38][C:39](=[O:40])[OH:41].[O:24].[OH:12][N:13]1[C:14](=[O:15])[c:16]2[cH:17][cH:18][cH:19][cH:20][c:21]2[C:22]1=[O:23]>>[C:25]([CH3:26])([CH3:27])([CH3:28])[c:29]1[cH:30][cH:31][c:32]([CH:33]=[O:34])[cH:36][cH:37]1. Reactants: [OH-].[Na+] (NaOH), S([O-])(O)(=O)=O.[K+] (potassium bisulfate), [OH-].[Na+] (NaOH), O1C(OCC1)CCCC(C(=O)OCC)=O (5-(1,3-dioxolan-2-yl)-2-oxo-pentanoic acid, ethyl ester), O1C(OCC1)CCCC(C(=O)OCC)=O (5-(1,3-dioxolan-2-yl)-2-oxo-pentanoic acid, ethyl ester). Run in CO (methanol), CO (MeOH). Run at temperature 0 celsius, time 2 hour. The product is O1C(OCC1)CCCC(C(=O)O)=O (5-(1,3-dioxolan-2-yl)-2-oxo-pentanoic acid). RXN SMILES: [OH-].[Na+].[O:3]1[CH2:7][CH2:6][O:5][CH:4]1[CH2:8][CH2:9][CH2:10][C:11](=[O:17])[C:12]([O:14]CC)=[O:13].S(=O)(=O)(O)[O-].[K+]>CO>[O:3]1[CH2:7][CH2:6][O:5][CH:4]1[CH2:8][CH2:9][CH2:10][C:11](=[O:17])[C:12]([OH:14])=[O:13] |f:0.1,3.4|. Procedure details: A 3 L 3-necked round bottom flask was equipped with an overhead stirrer, thermocouple, and an addition funnel containing 1.5 N NaOH (460 mL). The flask was charged with MeOH (700 mL) and cooled to 0° C. The NaOH solution was added slowly to the methanol, maintaining the temperature below 10° C. and upon complete addition, the resulting solution was cooled to 0° C. A methanol solution of 5-(1,3-dioxolan-2-yl)-2-oxo-pentanoic acid, ethyl ester (350 mL) was added to the reaction via dropping funnel... Reactants: ClC=1N=C(C2=C(C(=NC(=N2)Cl)N2CCCCC2)N1)N1CCCCC1 (2,6-dichloro-4,8-dipiperidinopyrimidopyrimidine), alkoxide, O (water), [Na] (Sodium), CC(CO)C (2-methylpropan-1-ol). Reaction SMILES: [Na].[CH3:2][CH:3]([CH3:6])[CH2:4][OH:5].Cl[C:8]1[N:9]=[C:10]([N:25]2[CH2:30][CH2:29][CH2:28][CH2:27][CH2:26]2)[C:11]2[N:16]=[C:15](Cl)[N:14]=[C:13]([N:18]3[CH2:23][CH2:22][CH2:21][CH2:20][CH2:19]3)[C:12]=2[N:24]=1.[OH2:31]>C1COCC1>[CH3:2][CH:3]([CH3:6])[CH2:4][O:5][C:8]1[N:9]=[C:10]([N:25]2[CH2:30][CH2:29][CH2:28][CH2:27][CH2:26]2)[C:11]2[N:16]=[C:15]([O:31][CH2:2][CH:3]([CH3:6])[CH3:4])[N:14]=[C:13]([N:18]3[CH2:23][CH2:22][CH2:21][CH2:20][CH2:19]3)[C:12]=2[N:24]=1 |^1:0|. Run in C1CCOC1 (THF), C1CCOC1 (THF). The yield is 54.0%. The product is CC(COC=1N=C(C2=C(C(=NC(=N2)OCC(C)C)N2CCCCC2)N1)N1CCCCC1)C (2,6-Di-(2′-methylpropoxy)-4,8-dipiperidinopyrimidopyrimidine). Procedure details: Sodium metal (0.115 g, 5 mmol) was added to 2-methylpropan-1-ol (0.37 g, 5 mmol) in dry THF (5 ml) and stirred until all had dissolved. 2,6-dichloro-4,8-dipiperidinopyrimidopyrimidine (0.184 g, 0.5 mmol) dissolved in dry THF (10 ml) was added to the alkoxide and the mixture heated under reflux for 42 hours. After cooling to room temperature, water (20 ml) was added and the product extracted into ethyl acetate (4×20 ml). The organic layers were combined, dried (MgSO4), filtered and the solvent re... Reported procedure: According to the previously described general procedure (GP1), Knoevenagel condensation (75° C.; 3 h) between 3-fluoro-4-methoxybenzaldehyde (6.080 g; 39.445 mmol) and malonic acid (7.798 g; 74.946 mmol) gave the product 3-(3-fluoro-4-methoxy-phenyl)-acrylic acid as a colorless solid (7.530 g; 97%). LC-MS: tR=0.86 min.; [M+H]+: no ionisation. RXN SMILES: [F:1][C:2]1[CH:3]=[C:4]([CH:7]=[CH:8][C:9]=1[O:10][CH3:11])[CH:5]=O.C(O)(=O)[CH2:13][C:14]([OH:16])=[O:15]>>[F:1][C:2]1[CH:3]=[C:4]([CH:5]=[CH:13][C:14]([OH:16])=[O:15])[CH:7]=[CH:8][C:9]=1[O:10][CH3:11]. The product is FC=1C=C(C=CC1OC)C=CC(=O)O (3-(3-fluoro-4-methoxy-phenyl)-acrylic acid). Starting materials: FC=1C=C(C=O)C=CC1OC (3-fluoro-4-methoxybenzaldehyde), C(CC(=O)O)(=O)O (malonic acid). Reactants: FC(C1=NN=C(S1)N1C(N(CCC1O)C(C#C)(C)C)=O)(F)F (Tetrahydro-1-(5-trifluoromethyl-1,3,4-thiadiazol-2-yl)-3-(1,1-dimethylprop-2-ynyl)-6-hydroxy-2(1H)-pyrimidinone), C=1(C(=CC=CC1)S(=O)(=O)O)C (toluenesulfonic acid), alcohol. The solvent is CO (methyl alcohol). Yields the product FC(C1=NN=C(S1)N1C(N(CCC1OC)C(C#C)(C)C)=O)(F)F (tetrahydro-1-(5-trifluoromethyl-1,3,4-thiadiazol-2yl)-3-(1,1-dimethylprop-2-ynyl)-6-methoxy-2(1H)-pyrimidinone). RXN SMILES: [F:1][C:2]([F:22])([F:21])[C:3]1[S:7][C:6]([N:8]2[CH:13]([OH:14])[CH2:12][CH2:11][N:10]([C:15]([CH3:19])([CH3:18])[C:16]#[CH:17])[C:9]2=[O:20])=[N:5][N:4]=1.[C:23]1(C)C(S(O)(=O)=O)=CC=CC=1>CO>[F:22][C:2]([F:1])([F:21])[C:3]1[S:7][C:6]([N:8]2[CH:13]([O:14][CH3:23])[CH2:12][CH2:11][N:10]([C:15]([CH3:18])([CH3:19])[C:16]#[CH:17])[C:9]2=[O:20])=[N:5][N:4]=1. Reported procedure: Tetrahydro-1-(5-trifluoromethyl-1,3,4-thiadiazol-2-yl)-3-(1,1-dimethylprop-2-ynyl)-6-hydroxy-2(1H)-pyrimidinone (7 grams), methyl alcohol (50 ml) and toluenesulfonic acid (0.2 grams) are charged into a glass reaction vessel equipped with a mechanical stirrer, thermometer and reflux condenser. The reaction mixture is then heated at reflux for a period of about 24 hours. After this time the mixture is stripped of unreacted alcohol under reduced pressure to yield a solid product. This product is th...